Dataset: the Open Reaction Database (ORD), a public repository of structured organic reaction records. Task: describe an organic reaction: reactants, conditions, products, and yield Reactants: C(C)(=O)OCC (ethyl acetate), C(C)(=O)OCC.C(C)O (ethyl acetate ethanol), C(C)O (Ethanol), CC(C(C(=O)N1C(CCC1)C(CCC=CC=1C=NC=CC1)=O)=O)(CC)C (3,3-dimethyl-1-[2-(5-(3-pyridyl)pent-4-enoyl)pyrrolidinyl]pentane-1,2-dione). Reagents/catalysts: [Pd] (Pd/C), [Pt]=O (Platinum oxide). The solvent is CO (methanol), CO (methanol). Run at time 2.5 hour. Yields the product CC(C(C(=O)N1C(CCC1)C(CCCCC=1C=NC=CC1)=O)=O)(CC)C (3,3-Dimethyl-1-[2-(5-(3-pyridyl)pentanoyl)pyrrolidinyl]pentane-1,2-dione). RXN SMILES: [CH3:1][C:2]([CH3:26])([CH2:24][CH3:25])[C:3](=[O:23])[C:4]([N:6]1[CH2:10][CH2:9][CH2:8][CH:7]1[C:11](=[O:22])[CH2:12][CH2:13][CH:14]=[CH:15][C:16]1[CH:17]=[N:18][CH:19]=[CH:20][CH:21]=1)=[O:5].C(OCC)(=O)C.C(O)C.C(O)C.C(OCC)(=O)C>CO.[Pt]=O.[Pd]>[CH3:1][C:2]([CH3:26])([CH2:24][CH3:25])[C:3](=[O:23])[C:4]([N:6]1[CH2:10][CH2:9][CH2:8][CH:7]1[C:11](=[O:22])[CH2:12][CH2:13][CH2:14][CH2:15][C:16]1[CH:17]=[N:18][CH:19]=[CH:20][CH:21]=1)=[O:5] |f:1.2|. Reported procedure: Platinum oxide (12 mg) was added to a solution of 3,3-dimethyl-1-[2-(5-(3-pyridyl)pent-4-enoyl)pyrrolidinyl]pentane-1,2-dione (300 mg; 0.84 mmol) in methanol (8 ml). The mixture was hydrogenated at 1 atm. for 2.5 hours. TLC indicated that the reaction was complete, and it was filtered through Celite and concentrated. Eluting through a plug of silica gel (ethyl acetate) furnished analytically pure material, 260 mg (87%). 1 H NMR (CDCl3, 400 MHz): δ0.87 (t, 3H, J=7.5); 1.21 (s, 6H); 1.64 (m, 4H); ...